This data is from the Open Reaction Database (ORD), a public repository of structured organic reaction records. The task is: describe an organic reaction: reactants, conditions, products, and yield Starting materials: C(=O)(OC(C)(C)C)N1[C@H](CCC[C@@H]1C(CCC=C)=O)C (trans-N-Boc-2-methyl-6-(ethenyl propionyl)piperidine). Reagents/catalysts: [Pd] (Pd/C). Solvent: C(C)O (ethanol). Product: C(=O)(OC(C)(C)C)N1[C@H](CCC[C@@H]1C(CCCC)=O)C (trans-N-Boc-2-methyl-6-(ethyl propionyl)piperidine). Yield: 94.8%. RXN SMILES: [C:1]([N:8]1[C@@H:13]([C:14](=[O:19])[CH2:15][CH2:16][CH:17]=[CH2:18])[CH2:12][CH2:11][CH2:10][C@@H:9]1[CH3:20])([O:3][C:4]([CH3:7])([CH3:6])[CH3:5])=[O:2]>C(O)C.[Pd]>[C:1]([N:8]1[C@@H:13]([C:14](=[O:19])[CH2:15][CH2:16][CH2:17][CH3:18])[CH2:12][CH2:11][CH2:10][C@@H:9]1[CH3:20])([O:3][C:4]([CH3:7])([CH3:6])[CH3:5])=[O:2]. Procedure details: A solution of trans-N-Boc-2-methyl-6-(ethenyl propionyl)piperidine (2.0 g, 6.70 mmol) in 3 mL of ethanol was shaken under 58 psi of H2 pressure over 0.65 g Pd/C catalyst overnight, and then the mixture was filtered through Celite and concentrated to give 1.8 g (90%) of the product which was homogeneous by TLC analysis. 1H NMR (250 MHz) δ4.16-4.08 (q, 2 H), 3.93-3.83 (m, 2 H), 2.36-2.28 (t, 2 H), 2.04-1.08 (m, 20 H); 13C NMR (62.7 MHz) 155.4 (s), 79.1 (s), 60.3 (s), 51.0 (s), 47.2 (s), 31.9 (s), ... The reactants are CC1(c2ccc3c(-c4ccc(OC(F)(F)F)cc4)c(OC4CCC(C(C)(C)C)CC4)ccc3c2)COC(=O)N1, CS(=O)(=O)c1ccc(B(O)O)cc1. Product: CC1(c2ccc3c(-c4ccc(S(C)(=O)=O)cc4)c(OC4CCC(C(C)(C)C)CC4)ccc3c2)COC(=O)N1. RXN SMILES: [C:1]([CH3:2])([CH3:3])([CH3:4])[CH:5]1[CH2:6][CH2:7][CH:8]([O:11][c:12]2[c:13](-[c:29]3[cH:30][cH:31][c:32]([O:35][C:36]([F:37])([F:38])[F:39])[cH:33][cH:34]3)[c:14]3[cH:15][cH:16][c:17]([C:22]4([CH3:28])[NH:23][C:24](=[O:27])[O:25][CH2:26]4)[cH:18][c:19]3[cH:20][cH:21]2)[CH2:9][CH2:10]1.[CH3:40][S:41](=[O:42])(=[O:43])[c:44]1[cH:45][cH:46][c:47]([B:48]([OH:49])[OH:50])[cH:51][cH:52]1>>[C:1]([CH3:2])([CH3:3])([CH3:4])[CH:5]1[CH2:6][CH2:7][CH:8]([O:11][c:12]2[c:13](-[c:29]3[cH:30][cH:31][c:32]([S:41]([CH3:40])(=[O:42])=[O:43])[cH:33][cH:34]3)[c:14]3[cH:15][cH:16][c:17]([C:22]4([CH3:28])[NH:23][C:24](=[O:27])[O:25][CH2:26]4)[cH:18][c:19]3[cH:20][cH:21]2)[CH2:9][CH2:10]1. Reactants: OCC(=O)C1=CC=C(C=C1)C(F)(F)F (2-hydroxy-4′-trifluoromethyl acetophenone), N1=CC=CC=C1 (pyridine), C(OC1=CC=CC=C1)(=O)Cl (phenyl chlorocarbonate). The solvent is O1CCCC1 (tetrahydrofuran). Run at time 1 hour. Product: C(OCC(C1=CC=C(C=C1)C(F)(F)F)=O)(OC1=CC=CC=C1)=O (2-oxo-2-(4-trifluoromethylphenyl)ethyl phenyl carbonate). The yield is 49.6%. As a reaction SMILES: [OH:1][CH2:2][C:3]([C:5]1[CH:10]=[CH:9][C:8]([C:11]([F:14])([F:13])[F:12])=[CH:7][CH:6]=1)=[O:4].N1C=CC=CC=1.[C:21](Cl)(=[O:29])[O:22][C:23]1[CH:28]=[CH:27][CH:26]=[CH:25][CH:24]=1>O1CCCC1>[C:21](=[O:29])([O:22][C:23]1[CH:28]=[CH:27][CH:26]=[CH:25][CH:24]=1)[O:1][CH2:2][C:3](=[O:4])[C:5]1[CH:10]=[CH:9][C:8]([C:11]([F:12])([F:13])[F:14])=[CH:7][CH:6]=1. Procedure details: To a mixture of 2-hydroxy-4′-trifluoromethyl acetophenone (24.0 g), pyridine (10.3 g) and tetrahydrofuran (200 ml) was added dropwise phenyl chlorocarbonate (20.4 g) under ice-cooling, which was stirred at room temperature for 1 hour. The reaction mixture was concentrated, which was poured into water (500 ml), and extracted with ethyl acetate (150 ml×2). The organic layer was washed with water and then a saturated aqueous solution of sodium chloride, which was dried over anhydrous magnesium sulf...